From a dataset of the Open Reaction Database (ORD), a public repository of structured organic reaction records. describe an organic reaction: reactants, conditions, products, and yield The reactants are NC1=C2N=CC=NC2=CC=C1 (5-aminoquinoxaline), BrC1=C(C(=O)O)C=CC=C1[N+](=O)[O-] (2-bromo-3-nitrobenzoic acid), Cu CuI, C(C)N1CCOCC1 (N-ethylmorpholine), C (charcoal). Solvent: C(C)(C)O (isopropanol), N (ammonia). Reaction conditions: temperature 67.5 celsius. The product is [N+](=O)([O-])C=1C(=C(C(=O)O)C=CC1)NC1=NC2=CC=CC=C2N=C1 (3-nitro-(quinoxalinylamino)benzoic acid). Yield: 42.0%. As a reaction SMILES: N[C:2]1[CH:11]=[CH:10][CH:9]=[C:8]2[C:3]=1[N:4]=[CH:5][CH:6]=[N:7]2.Br[C:13]1[C:21]([N+:22]([O-:24])=[O:23])=[CH:20][CH:19]=[CH:18][C:14]=1[C:15]([OH:17])=[O:16].C([N:27]1CCOCC1)C.C>C(O)(C)C.N>[N+:22]([C:21]1[C:13]([NH:27][C:6]2[CH:5]=[N:4][C:3]3[C:8](=[CH:9][CH:10]=[CH:11][CH:2]=3)[N:7]=2)=[C:14]([CH:18]=[CH:19][CH:20]=1)[C:15]([OH:17])=[O:16])([O-:24])=[O:23]. Procedure details: A mixture of 5-aminoquinoxaline (1.0 g, 6.89 mmol), 2-bromo-3-nitrobenzoic acid (4.0 g, 13.78 mmol), Cu/CuI (catalytic) and N-ethylmorpholine (5 mL) in isopropanol (5 mL) was heated at 65-70° C. overnight. The mixture was then dissolved in aqueous ammonia, treated with charcoal/Celite, and filtered. The filtrate was acidified with conc. HCl, and the resulting precipitate was collected while the mixture was still warm and washed with water (to remove unreacted 2-bromo-3-nitrobenzoic acid). It was... Starting materials: C(C=C)(=O)COC1=CC=CC=2NN=NC21 (1-acryloyl methoxybenzotriazole), C(C=C)(=O)N1C(CCC1=O)=O (N-acryloyl-succinimide), C(C=C)(=O)N (acrylamide), C(C=C)(=O)N1N=NC2=C1C=CC=C2C (1-acryloyl methylbenzotriazole), [N-]1C=NC=C1 (imidazolide). The product is C(C=C)(=O)N1N=NC2=C1C=CC=C2 (1-acryloyl benzotriazole). RXN SMILES: C(COC1C2N=NNC=2C=CC=1)(=O)C=C.[C:16]([N:20]1[C:24]2[CH:25]=[CH:26][CH:27]=[C:28](C)[C:23]=2[N:22]=[N:21]1)(=[O:19])[CH:17]=[CH2:18].[N-]1C=CN=C1.C(N1C(=O)CCC1=O)(=O)C=C.C(N)(=O)C=C>>[C:16]([N:20]1[C:24]2[CH:25]=[CH:26][CH:27]=[CH:28][C:23]=2[N:22]=[N:21]1)(=[O:19])[CH:17]=[CH2:18]. Procedure: 1-acryloyl methoxybenzotriazole; 1-acryloyl methylbenzotriazole; 1-acryloil imidazolide; N-acryloyl-succinimide; N-2,4,5-trichlorophenil acrylamide.